Dataset: the Open Reaction Database (ORD), a public repository of structured organic reaction records. Task: describe an organic reaction: reactants, conditions, products, and yield Starting materials: O=C1C(=CNC2=CC=CC=C12)C(=O)OCC (Ethyl 4-oxo-1,4-dihydroquinoline-3-carboxylate), COC1=CC=C(CCl)C=C1 (4-methoxybenzylchloride), O (water). Solvent: CN(C=O)C (N,N-dimethylformamide). Conditions: time 72 hour. Product: COC1=CC=C(C=C1)CN1C=C(C(C2=CC=CC=C12)=O)C(=O)OCC (ethyl {[4-(methoxy)phenyl]methyl}-4-oxo-1,4-dihydroquinoline-3-carboxylate). Reaction SMILES: [O:1]=[C:2]1[C:11]2[C:6](=[CH:7][CH:8]=[CH:9][CH:10]=2)[NH:5][CH:4]=[C:3]1[C:12]([O:14][CH2:15][CH3:16])=[O:13].[CH3:17][O:18][C:19]1[CH:26]=[CH:25][C:22]([CH2:23]Cl)=[CH:21][CH:20]=1.O>CN(C)C=O>[CH3:17][O:18][C:19]1[CH:26]=[CH:25][C:22]([CH2:23][N:5]2[C:6]3[C:11](=[CH:10][CH:9]=[CH:8][CH:7]=3)[C:2](=[O:1])[C:3]([C:12]([O:14][CH2:15][CH3:16])=[O:13])=[CH:4]2)=[CH:21][CH:20]=1. Reported procedure: Ethyl 4-oxo-1,4-dihydroquinoline-3-carboxylate (3.17 g, 14.6 mmol) and 4-methoxybenzylchloride (2.18 mL, 16.0 mmol, 1.1 equiv) were combined in N,N-dimethylformamide (50 mL) and stirred at ambient temperature for 72 hours. The mixture was poured into water (500 mL) and extracted with dichloromethane (2×250 mL). The combined organic extracts were dried with sodium sulfate, filtered and concentrated in vacuo. The residue was treated with water (500 mL), hexanes (500 mL) and ethyl acetate (500 mL) ... The reactants are CC(C)N(Cc1ccccc1)C(=O)CBr, C[Si](C)(C)[N-][Si](C)(C)C, [Na+], O=P([O-])([O-])[O-], CN(C)C=O, O=C1Cc2nnc(-c3ccccc3)n2-c2ccccc2N1. Yields the product CC(C)N(Cc1ccccc1)C(=O)CN1C(=O)Cc2nnc(-c3ccccc3)n2-c2ccccc21. RXN SMILES: [CH2:32]([c:33]1[cH:34][cH:35][cH:36][cH:37][cH:38]1)[N:39]([C:40]([CH2:41][Br:42])=[O:43])[CH:44]([CH3:45])[CH3:46].[CH3:23][Si:24]([N-:25][Si:26]([CH3:27])([CH3:28])[CH3:29])([CH3:30])[CH3:31].[Na+:22].[O-:52][P:53](=[O:54])([O-:55])[O-:56].[O:47]=[CH:48][N:49]([CH3:50])[CH3:51].[c:1]1(-[c:7]2[n:8][n:9][c:10]3[n:16]2-[c:15]2[c:14]([cH:20][cH:19][cH:18][cH:17]2)[NH:13][C:12](=[O:21])[CH2:11]3)[cH:2][cH:3][cH:4][cH:5][cH:6]1>>[c:1]1(-[c:7]2[n:8][n:9][c:10]3[n:16]2-[c:15]2[c:14]([cH:20][cH:19][cH:18][cH:17]2)[N:13]([CH2:41][C:40]([N:39]([CH2:32][c:33]2[cH:34][cH:35][cH:36][cH:37][cH:38]2)[CH:44]([CH3:45])[CH3:46])=[O:43])[C:12](=[O:21])[CH2:11]3)[cH:2][cH:3][cH:4][cH:5][cH:6]1. Procedure: In a similar manner to Example 63, (2S,4S)-1-[[N-(4-carboxybicyclo[2.2.2]oct-1-yl)amino]acetyl]-4-fluoropyrrolidine-2-carbonitrile (50.0 mg) and 4-morpholinylaniline (61.0 mg) were used to obtain (2S,4S)-4-fluoro-1-[[N-[4-[N-(4-morpholinylphenyl)amino]carbonylbicyclo[2.2.2]oct-1-yl]amino]acetyl]pyrrolidine-2-carbonitrile (33.0 mg). Yield: 44.1%. The product is F[C@H]1C[C@H](N(C1)C(CNC12CCC(CC1)(CC2)C(=O)NC2=CC=C(C=C2)N2CCOCC2)=O)C#N ((2S,4S)-4-fluoro-1-[[N-[4-[N-(4-morpholinylphenyl)amino]carbonylbicyclo[2.2.2]oct-1-yl]amino]acetyl]pyrrolidine-2-carbonitrile). Reactants: C(=O)(O)C12CCC(CC1)(CC2)NCC(=O)N2[C@@H](C[C@@H](C2)F)C#N ((2S,4S)-1-[[N-(4-carboxybicyclo[2.2.2]oct-1-yl)amino]acetyl]-4-fluoropyrrolidine-2-carbonitrile), N1(CCOCC1)C1=CC=C(N)C=C1 (4-morpholinylaniline). Reaction SMILES: [C:1]([C:4]12[CH2:11][CH2:10][C:7]([NH:12][CH2:13][C:14]([N:16]3[CH2:20][C@@H:19]([F:21])[CH2:18][C@H:17]3[C:22]#[N:23])=[O:15])([CH2:8][CH2:9]1)[CH2:6][CH2:5]2)(O)=[O:2].[N:24]1([C:30]2[CH:36]=[CH:35][C:33]([NH2:34])=[CH:32][CH:31]=2)[CH2:29][CH2:28][O:27][CH2:26][CH2:25]1>>[F:21][C@@H:19]1[CH2:20][N:16]([C:14](=[O:15])[CH2:13][NH:12][C:7]23[CH2:10][CH2:11][C:4]([C:1]([NH:34][C:33]4[CH:32]=[CH:31][C:30]([N:24]5[CH2:29][CH2:28][O:27][CH2:26][CH2:25]5)=[CH:36][CH:35]=4)=[O:2])([CH2:9][CH2:8]2)[CH2:5][CH2:6]3)[C@H:17]([C:22]#[N:23])[CH2:18]1. Reactants: ClC1=NC=NC2=CC(=C(C=C12)OC)OCC1CCN(CC1)C (4-chloro-6-methoxy-7-(1-methylpiperidin-4-ylmethoxy)quinazoline), ClC1=CC(=C(N)C(=C1)F)F (4-chloro-2,6-difluoroaniline), [H-].[Na+] (sodium hydride). The solvent is CN(C)C=O (DMF). Yields the product ClC1=CC(=C(NC2=NC=NC3=CC(=C(C=C23)OC)OCC2CCN(CC2)C)C(=C1)F)F (4-(4-chloro-2,6-difluoroanilino)-6-methoxy-7-(1-methylpiperidin-4-ylmethoxy)quinazoline). The yield is 61.2%. Reaction SMILES: Cl[C:2]1[C:11]2[C:6](=[CH:7][C:8]([O:14][CH2:15][CH:16]3[CH2:21][CH2:20][N:19]([CH3:22])[CH2:18][CH2:17]3)=[C:9]([O:12][CH3:13])[CH:10]=2)[N:5]=[CH:4][N:3]=1.[Cl:23][C:24]1[CH:30]=[C:29]([F:31])[C:27]([NH2:28])=[C:26]([F:32])[CH:25]=1.[H-].[Na+]>CN(C=O)C>[Cl:23][C:24]1[CH:30]=[C:29]([F:31])[C:27]([NH:28][C:2]2[C:11]3[C:6](=[CH:7][C:8]([O:14][CH2:15][CH:16]4[CH2:21][CH2:20][N:19]([CH3:22])[CH2:18][CH2:17]4)=[C:9]([O:12][CH3:13])[CH:10]=3)[N:5]=[CH:4][N:3]=2)=[C:26]([F:32])[CH:25]=1 |f:2.3|. Reported procedure: Using an analogous procedure to that described in Example 4, 4-chloro-6-methoxy-7-(1-methylpiperidin-4-ylmethoxy)quinazoline (246 mg, 0.764 mmol), (prepared as described for the starting material in Example 2c), was reacted with 4-chloro-2,6-difluoroaniline (250 mg, 1.53 mmol), (see WO 97/30035 Example 15), in DMF (9 ml) and in the presence of sodium hydride (60%, 76.5 mg, 1.9 mmol) to give 4-(4-chloro-2,6-difluoroanilino)-6-methoxy-7-(1-methylpiperidin-4-ylmethoxy)quinazoline (210 mg, 61%).